From a dataset of the Open Reaction Database (ORD), a public repository of structured organic reaction records. describe an organic reaction: reactants, conditions, products, and yield The reactants are Cl.C(C)OC(C[C@H](N(C(C)=O)N1C([C@H](C[C@H]1C)N)=O)C#C)=O ((3(S)-amino-5(R)-methyl-2-oxo-pyrrolidin-1-yl)-acetyl-3(S)-ethynyl-β-alanine ethyl ester hydrochloride), N1=C(C=CC=2CCCNC12)C=O (5,6,7,8-tetrahydro-[1,8]naphthyridine-2-carbaldehyde), [BH-](OC(=O)C)(OC(=O)C)OC(=O)C.[Na+] (Na(OAc)3BH). Solvent: ClC(C)Cl (dichloroethane). Product: C(C)OC(C[C@H](NC(C)=O)C#C)=O (acetyl-3(S)-ethynyl-β-alanine ethyl ester). As a reaction SMILES: Cl.[CH2:2]([O:4][C:5](=[O:22])[CH2:6][C@@H:7]([C:20]#[CH:21])[N:8](N1[C@H](C)C[C@H](N)C1=O)[C:9](=[O:11])[CH3:10])[CH3:3].N1C2NCCCC=2C=CC=1C=O.[BH-](OC(C)=O)(OC(C)=O)OC(C)=O.[Na+]>ClC(Cl)C>[CH2:2]([O:4][C:5](=[O:22])[CH2:6][C@@H:7]([C:20]#[CH:21])[NH:8][C:9](=[O:11])[CH3:10])[CH3:3] |f:0.1,3.4|. Procedure details: To a solution of 13-11 (450 mg, 1.39 mmol) and 5,6,7,8-tetrahydro-[1,8]naphthyridine-2-carbaldehyde (225 mg, 1.39 mmol) in dichloroethane at 0° C. was added Na(OAc)3BH. After 1.5 h the reaction was quenched with sat. NaHCO3, diluted with EtOAc, washed with sat. NaHCO3, brine and dried over MgSO4. Following evaporative removal of the solvent, the residue was chromatographed (silica gel, 70:20:10 chloroform/ethyl acetate/MeOH to give 13-12 as a colorless foam. The reactants are BrC=1C=C(C=CC1)C1S(N=C(OC1(C)C)NC1CCCCC1)(=O)=O ([5-(3-bromophenyl)-6,6-dimethyl-4,4-dioxo-5,6-dihydro-4H-4lambda6-1,4,3-oxathiazin-2-yl]cyclohexylamine), N1=CN=CC(=C1)B(O)O (pyrimidine-5-boronic acid), C([O-])([O-])=O.[Cs+].[Cs+] (cesium carbonate). Run in O1CCOCC1 (dioxane), O (water). Reaction conditions: temperature 80 celsius, time 2 hour. The product is C1(CCCCC1)NC=1OC(C(S(N1)(=O)=O)C1=CC(=CC=C1)C=1C=NC=NC1)(C)C (Cyclohexyl-[6,6-dimethyl-4,4-dioxo-5-(3-pyrimidin-5-ylphenyl)-5,6-dihydro-4H-4lambda6-[1,4,3]oxathiazin-2-yl]amine). The yield is 8.0%. Reaction SMILES: Br[C:2]1[CH:3]=[C:4]([CH:8]2[C:13]([CH3:15])([CH3:14])[O:12][C:11]([NH:16][CH:17]3[CH2:22][CH2:21][CH2:20][CH2:19][CH2:18]3)=[N:10][S:9]2(=[O:24])=[O:23])[CH:5]=[CH:6][CH:7]=1.[N:25]1[CH:30]=[C:29](B(O)O)[CH:28]=[N:27][CH:26]=1.C(=O)([O-])[O-].[Cs+].[Cs+]>O1CCOCC1.O>[CH:17]1([NH:16][C:11]2[O:12][C:13]([CH3:15])([CH3:14])[CH:8]([C:4]3[CH:5]=[CH:6][CH:7]=[C:2]([C:29]4[CH:30]=[N:25][CH:26]=[N:27][CH:28]=4)[CH:3]=3)[S:9](=[O:24])(=[O:23])[N:10]=2)[CH2:22][CH2:21][CH2:20][CH2:19][CH2:18]1 |f:2.3.4|. Procedure details: Under inert gas, 80 mg of [5-(3-bromophenyl)-6,6-dimethyl-4,4-dioxo-5,6-dihydro-4H-4lambda6-1,4,3-oxathiazin-2-yl]cyclohexylamine, 30 mg of pyrimidine-5-boronic acid and 251 mg of cesium carbonate were dissolved in a mixture of 1.2 ml of dioxane and 0.4 ml of water. After purging with argon for 10 minutes, 15 mg of dichloro[1,1′-bis(diphenylphosphino)ferrocene]palladium were added and the reaction mixture was stirred at 80° C. for 2 hours. After cooling to room temperature, the mixture was admix...